This data is from the Open Reaction Database (ORD), a public repository of structured organic reaction records. The task is: describe an organic reaction: reactants, conditions, products, and yield The reactants are N(=[N+]=[N-])C(F)(F)C(F)(F)C(O[Na])(OCC(F)(F)F)C(F)(F)F (N3CF2CF2C(ONa)(OCH2CF3)CF3), S(=O)(=O)(OC)OC (dimethyl sulfate). Yields the product N(=[N+]=[N-])C(C(C(OCC(F)(F)F)(C(F)(F)F)OC)(F)F)(F)F (6-azido-4-methoxy-4-trifluoromethyl-1,1,1,5,5,6,6-hepta fluoro-3-oxahexane). Isolated yield 72.0%. As a reaction SMILES: [N:1]([C:4]([C:7]([C:10]([C:19]([F:22])([F:21])[F:20])([O:13][CH2:14][C:15]([F:18])([F:17])[F:16])[O:11][Na])([F:9])[F:8])([F:6])[F:5])=[N+:2]=[N-:3].S(OC)(O[CH3:27])(=O)=O>>[N:1]([C:4]([F:6])([F:5])[C:7]([F:9])([F:8])[C:10]([O:11][CH3:27])([C:19]([F:22])([F:21])[F:20])[O:13][CH2:14][C:15]([F:18])([F:17])[F:16])=[N+:2]=[N-:3]. Procedure: To demonstrate that the product was N3CF2CF2C(ONa)(OCH2CF3)CF3, the reaction mixture was stirred overnight with 56.7 g (0.45 mol) of dimethyl sulfate, then heated to 40° (0.5 mm, 0.1 kPa) to remove volatiles. Fractionation of the volatiles gave 101.4 g (72%) of 6-azido-4-methoxy-4-trifluoromethyl-1,1,1,5,5,6,6-hepta fluoro-3-oxahexane, bp 60°-61° (15 mm, 2.0 kPa). IR (CCl4): 3010, 2970, and 2660 (sat'd CH), 2150 (N3), 1300-1100 cm-1 (CF, C--O). NMR (CCl4): 1H 4.10 (q, JFF 7.8 Hz, 2H, CH2CF3) and... The reactants are [OH-].[Na+] (sodium hydroxide), 460, Cl.ClC1=CC(=C(C(=C1)Cl)O)N (4,6-dichloro-2-aminophenol hydrochloride), B(O)(O)O (boric acid), OC=1C=C(C(=O)O)C=CC1 (3-hydroxy-benzoic acid). The solvent is C1=CC=C(C(=C1)Cl)Cl (dichlorobenzene mixture). Yields the product OC=1C=C(C=CC1)C=1OC2=C(N1)C=C(C=C2Cl)Cl (2-(3'-hydroxyphenyl) 5,7-dichlorobenzoxazole). As a reaction SMILES: [OH-].[Na+].Cl.[Cl:4][C:5]1[CH:10]=[C:9]([Cl:11])[C:8]([OH:12])=[C:7]([NH2:13])[CH:6]=1.B(O)(O)O.[OH:18][C:19]1[CH:20]=[C:21]([CH:25]=[CH:26][CH:27]=1)[C:22](O)=O>C1C=C(Cl)C(Cl)=CC=1>[OH:18][C:19]1[CH:20]=[C:21]([C:22]2[O:12][C:8]3[C:9]([Cl:11])=[CH:10][C:5]([Cl:4])=[CH:6][C:7]=3[N:13]=2)[CH:25]=[CH:26][CH:27]=1 |f:0.1,2.3|. Reported procedure: 178 parts of 45% strength sodium hydroxide solution are added dropwise to a suspension of 460 parts of 93% strength 4,6-dichloro-2-aminophenol hydrochloride in 1,500 parts by volume of dichlorobenzene mixture at 110° to 120°, under a nitrogen atmosphere, 30 parts of boric acid and 276 parts of 3-hydroxy-benzoic acid are added to the resulting clear solution and the water is removed from the system by means of a water separator (about 10 hours). The hot reaction solution is then poured into about... Reactants: C1CCOC1, COC(=O)c1ccc(OC)c2[nH]c(-c3ccc(N)cc3CCN3CCOCC3)nc12, CCN=C=NCCCN(C)C, CN(C)c1ccncc1, NCCCn1cnc(Cl)c1Cl, O, On1nnc2ccccc21. Product: COc1ccc(C(=O)NCCCn2cnc(Cl)c2Cl)c2nc(-c3ccc(N)cc3CCN3CCOCC3)[nH]c12. As a reaction SMILES: [CH2:63]1[O:64][CH2:65][CH2:66][CH2:67]1.[CH3:1][O:2][C:3](=[O:4])[c:5]1[cH:6][cH:7][c:8]([O:29][CH3:30])[c:9]2[nH:10][c:11](-[c:14]3[c:15]([CH2:21][CH2:22][N:23]4[CH2:24][CH2:25][O:26][CH2:27][CH2:28]4)[cH:16][c:17]([NH2:20])[cH:18][cH:19]3)[n:12][c:13]12.[CH3:42][CH2:43][N:44]=[C:45]=[N:46][CH2:47][CH2:48][CH2:49][N:50]([CH3:51])[CH3:52].[CH3:69][N:70]([c:71]1[cH:72][cH:73][n:74][cH:75][cH:76]1)[CH3:77].[Cl:31][c:32]1[n:33][cH:34][n:35]([CH2:38][CH2:39][CH2:40][NH2:41])[c:36]1[Cl:37].[OH2:68].[OH:53][n:54]1[c:55]2[c:56]([cH:57][cH:58][cH:59][cH:60]2)[n:61][n:62]1>>[O:2]=[C:3]([c:5]1[cH:6][cH:7][c:8]([O:29][CH3:30])[c:9]2[nH:10][c:11](-[c:14]3[c:15]([CH2:21][CH2:22][N:23]4[CH2:24][CH2:25][O:26][CH2:27][CH2:28]4)[cH:16][c:17]([NH2:20])[cH:18][cH:19]3)[n:12][c:13]12)[NH:41][CH2:40][CH2:39][CH2:38][n:35]1[cH:34][n:33][c:32]([Cl:31])[c:36]1[Cl:37]. The reactants are [I-].[I-].[I-].C(=O)(OC(C)(C)C)N1CCN(CC1)C=1C=C(C2=NC3=C(C=CC=C3[S+]=C2C1)C)C.C(=O)(OC(C)(C)C)N1CCN(CC1)C=1C=C(C2=NC3=C(C=CC=C3[S+]=C2C1)C)C.C(=O)(OC(C)(C)C)N1CCN(CC1)C=1C=C(C2=NC3=C(C=CC=C3[S+]=C2C1)C)C (3-(4-Boc-piperazin-1-yl)-1,9-dimethylphenothiazin-5-ium triiodide), CO (methanol). Reaction conditions: time 24 hour. Yields the product [I-].C(=O)(OC(C)(C)C)N1CCN(CC1)C=1C=C(C2=NC3=C(C=C(C=C3[S+]=C2C1)N(CCCC)C)C)C (3-(4-Boc-piperazin-1-yl)-7-(methyl(n-butyl)amino)-1,9-dimethylphenothiazin-5-ium iodide). As a reaction SMILES: [I-:1].[I-].[I-].[C:4]([N:11]1[CH2:16][CH2:15][N:14]([C:17]2[CH:18]=[C:19]([CH3:32])[C:20]3[C:29]([CH:30]=2)=[S+:28][C:27]2[C:22](=[C:23]([CH3:31])[CH:24]=[CH:25][CH:26]=2)[N:21]=3)[CH2:13][CH2:12]1)([O:6][C:7]([CH3:10])([CH3:9])[CH3:8])=[O:5].C(N1CC[N:43]([C:46]2C=C(C)[C:49]3[C:58]([CH:59]=2)=[S+]C2C(=C(C)C=CC=2)N=3)[CH2:42]C1)(OC(C)(C)C)=O.C(N1CCN(C2C=C(C)C3C(C=2)=[S+]C2C(=C(C)C=CC=2)N=3)CC1)(OC(C)(C)C)=O.CO>>[I-:1].[C:4]([N:11]1[CH2:12][CH2:13][N:14]([C:17]2[CH:18]=[C:19]([CH3:32])[C:20]3[C:29]([CH:30]=2)=[S+:28][C:27]2[C:22](=[C:23]([CH3:31])[CH:24]=[C:25]([N:43]([CH3:42])[CH2:46][CH2:59][CH2:58][CH3:49])[CH:26]=2)[N:21]=3)[CH2:15][CH2:16]1)([O:6][C:7]([CH3:10])([CH3:9])[CH3:8])=[O:5] |f:0.1.2.3.4.5,7.8|. Procedure details: To a solution of 3-(4-Boc-piperazin-1-yl)-1,9-dimethylphenothiazin-5-ium triiodide (158 mg, 0.2 mmol) in methanol (5 mL) methyl(n-butyl)amine (0.065 mL, 25.2 mg, 0.6 mmol) was added. Reaction mixture was stirred for 24 h at room temperature. The resulting mixture was concentrated to dryness and purified by flash chromatography using the methanol-chloroform gradient to provide the title compound. Starting materials: ClC(Cl)Cl, OCCCC1(c2ccc(F)cc2)OCc2ccccc21, O=S(Cl)Cl, c1ccncc1. Yields the product Fc1ccc(C2(CCCCl)OCc3ccccc32)cc1. Reaction SMILES: [Cl:31][CH:32]([Cl:33])[Cl:34].[F:1][c:2]1[cH:3][cH:4][c:5]([C:8]2([CH2:17][CH2:18][CH2:19][OH:20])[O:9][CH2:10][c:11]3[cH:12][cH:13][cH:14][cH:15][c:16]32)[cH:6][cH:7]1.[S:27]([Cl:28])([Cl:29])=[O:30].[cH:21]1[cH:22][cH:23][n:24][cH:25][cH:26]1>>[F:1][c:2]1[cH:3][cH:4][c:5]([C:8]2([CH2:17][CH2:18][CH2:19][Cl:29])[O:9][CH2:10][c:11]3[cH:12][cH:13][cH:14][cH:15][c:16]32)[cH:6][cH:7]1. Procedure details: Four solutions were prepared by dissolving 11.8 g (0.10 mol) of 2-pentylpropane-1,3-diol (prepared in Example 1 following the procedures of Steps 1-2), 14.2 g (0.10 mol) of 3,4-difluorobenzaldehyde, and 0.9 g (0.005 mol) of p-toluenesulfonic acid in methylene chloride (b.p. 40° C.), chloroform (b.p. 60° C.), benzene (b.p. 80° C.) and toluene (b.p. 111° C.), respectively. The solutions were treated following the procedures of Step 3 of Example 1 to yield mixtures of the cis and trans isomers of 5... Reaction SMILES: [CH2:1]([CH:6]([CH2:9][OH:10])[CH2:7][OH:8])[CH2:2][CH2:3][CH2:4][CH3:5].[F:11][C:12]1[CH:13]=[C:14]([CH:17]=[CH:18][C:19]=1[F:20])[CH:15]=O.C1(C)C=CC(S(O)(=O)=O)=CC=1>C(Cl)Cl.C(Cl)(Cl)Cl.C1C=CC=CC=1.C1(C)C=CC=CC=1>[CH2:1]([CH:6]1[CH2:9][O:10][CH:15]([C:14]2[CH:17]=[CH:18][C:19]([F:20])=[C:12]([F:11])[CH:13]=2)[O:8][CH2:7]1)[CH2:2][CH2:3][CH2:4][CH3:5]. Solvent: C(Cl)Cl (methylene chloride), C(Cl)(Cl)Cl (chloroform), C1=CC=CC=C1 (benzene), C1(=CC=CC=C1)C (toluene). Yields the product C(CCCC)C1COC(OC1)C1=CC(=C(C=C1)F)F (5-pentyl-2-(3',4'-difluorophenyl)-1,3-dioxane). Reactants: FC=1C=C(C=O)C=CC1F (3,4-difluorobenzaldehyde), C1(=CC=C(C=C1)S(=O)(=O)O)C (p-toluenesulfonic acid), C(CCCC)C(CO)CO (2-pentylpropane-1,3-diol). The reactants are ICI, Cc1cc(N)ccc1-c1ccccc1. The product is Cc1cc(I)ccc1-c1ccccc1. As a reaction SMILES: [I:15][CH2:16][I:17].[NH2:1][c:2]1[cH:3][c:4]([CH3:14])[c:5](-[c:8]2[cH:9][cH:10][cH:11][cH:12][cH:13]2)[cH:6][cH:7]1>>[c:2]1([I:15])[cH:3][c:4]([CH3:14])[c:5](-[c:8]2[cH:9][cH:10][cH:11][cH:12][cH:13]2)[cH:6][cH:7]1. Starting materials: COC1=C(C(=CC=C1)C(F)(F)F)NS(=O)(=O)C1=NNC(=N1)N (N-(2-methoxy-6-trifluoromethylphenyl)-5-amino-1,2,4-triazole-3-sulfonamide), C(CC(=O)OC)(=O)OC (dimethyl malonate), [Na] (Sodium). Solvent: C(C)O (ethanol). Run at time 2 day. Yields the product COC1=C(C(=CC=C1)C(F)(F)F)NS(=O)(=O)C1=NN2C(N=C(C=C2O)O)=N1 (N-(2-methoxy-6-trifluoromethylphenyl)-5,7-dihydroxy-1,2,4-triazolo[1,5-a]pyrimidine-2-sulfonamide). Reaction SMILES: [Na].[CH3:2][O:3][C:4]1[CH:9]=[CH:8][CH:7]=[C:6]([C:10]([F:13])([F:12])[F:11])[C:5]=1[NH:14][S:15]([C:18]1[N:22]=[C:21]([NH2:23])[NH:20][N:19]=1)(=[O:17])=[O:16].[C:24](OC)(=[O:30])[CH2:25][C:26](OC)=[O:27]>C(O)C>[CH3:2][O:3][C:4]1[CH:9]=[CH:8][CH:7]=[C:6]([C:10]([F:12])([F:13])[F:11])[C:5]=1[NH:14][S:15]([C:18]1[N:22]=[C:21]2[N:23]=[C:24]([OH:30])[CH:25]=[C:26]([OH:27])[N:20]2[N:19]=1)(=[O:17])=[O:16] |^1:0|. Reported procedure: Sodium (5.90 g, 257 mmol) was added to 250 ml of absolute ethanol under nitrogen and allowed to react. A 28.67 g, 85.0 mmol sample of N-(2-methoxy-6-trifluoromethylphenyl)-5-amino-1,2,4-triazole-3-sulfonamide and 24.46 g (170 mmol) of dimethyl malonate were added and the mixture heated at reflux with stirring for two days. It was then cooled with an ice bath and the solids present were collected by filtration and washed with hexane. They were then dissolved in about 150 ml of ice water and acidi... The reactants are NC1C(C(C1)C(=O)OC)(C)C (methyl 3-amino-2,2-dimethylcyclobutanecarboxylate), [H-].[Al+3].[Li+].[H-].[H-].[H-] (lithium aluminum hydride). The solvent is C1CCOC1 (THF), C1CCOC1 (THF). Reaction conditions: temperature 10 celsius, time 0.5 hour. Product: NC1C(C(C1)CO)(C)C ((3-amino-2,2-dimethylcyclobutyl)methanol), mixture. Isolated yield 89.7%. As a reaction SMILES: [H-].[Al+3].[Li+].[H-].[H-].[H-].[NH2:7][CH:8]1[CH2:11][CH:10]([C:12](OC)=[O:13])[C:9]1([CH3:17])[CH3:16]>C1COCC1>[NH2:7][CH:8]1[CH2:11][CH:10]([CH2:12][OH:13])[C:9]1([CH3:17])[CH3:16] |f:0.1.2.3.4.5|. Procedure: To a suspension of lithium aluminum hydride (2.8 equiv.) in dry THF (1.7 M) was added a solution of crude methyl 3-amino-2,2-dimethylcyclobutanecarboxylate (1.0 equiv.) in dry THF (0.7 M) at 0° C. Then the mixture was stirred under vigorously at 10° C. for 0.5 h, and then heated to 35-40° C. for 12 h. The reaction was quenched by addition of water, aqueous sodium hydroxide solution (3N) slowly at 0° C., and water. The mixture was stirred at 10° C. for 20 min, filtered through celite, and washed ...